From a dataset of the Open Reaction Database (ORD), a public repository of structured organic reaction records. describe an organic reaction: reactants, conditions, products, and yield Reaction SMILES: [BH4-:23].[CH2:1]([CH2:2][CH2:3][CH3:4])[O:5][CH2:6][c:7]1[cH:8][cH:9][c:10]([CH:11]=[O:12])[cH:13][cH:14]1.[CH3:19][O-:20].[CH3:25][OH:26].[CH3:27][S:28](=[O:29])[CH3:30].[CH3:31][C:32](=[O:33])[OH:34].[ClH:22].[N+:15](=[O:16])([O-:17])[CH3:18].[Na+:21].[Na+:24]>>[CH2:1]([CH2:2][CH2:3][CH3:4])[O:5][CH2:6][c:7]1[cH:8][cH:9][c:10]([CH2:11][CH2:18][N+:15](=[O:16])[O-:17])[cH:13][cH:14]1. The product is CCCCOCc1ccc(CC[N+](=O)[O-])cc1. Reactants: [BH4-], CCCCOCc1ccc(C=O)cc1, C[O-], CO, CS(C)=O, CC(=O)O, Cl, C[N+](=O)[O-], [Na+], [Na+]. The reactants are C1=CC=CC=2C1=CC1=CC3=CC=CC=C3C=C1C2 (benz[b]anthracene), C1(OC=CO1)=O (vinylene carbonate). Yields the product C1=CC=CC2=C1C1C3=CC4=CC=CC=C4C=C3C2C(C1O)O (5,12-dihydro-5,12-ethanobenz[b]anthracene-13,14-diol), cyclic carbonate. RXN SMILES: [CH:1]1[C:6]2=[CH:7][C:8]3[C:17]([CH:18]=[C:5]2[CH:4]=[CH:3][CH:2]=1)=[CH:16][C:15]1[C:10](=[CH:11][CH:12]=[CH:13][CH:14]=1)[CH:9]=3.C1(=O)[O:23][CH:22]=[CH:21][O:20]1>>[CH:14]1[C:15]2[CH:16]3[CH:21]([OH:20])[CH:22]([OH:23])[CH:9]([C:10]=2[CH:11]=[CH:12][CH:13]=1)[C:8]1[C:17]3=[CH:18][C:5]2[C:6]([CH:7]=1)=[CH:1][CH:2]=[CH:3][CH:4]=2. Reported procedure: A mixture of 7.0 g. of benz[b]anthracene and 26 g. of vinylene carbonate is heated at reflux under nitrogen for 20 hours. The excess vinylene carbonate is removed by vacuum distillation (57° C./9 mm.) and the residue is taken up in 25 ml. of methylene chloride and filtered. The filtrate is treated with twice its volume of methanol and then cooled, producing a tan solid and a mother liquor which is saved. This solid is recrystallized from 60 ml. of 1,2-dichloromethane, collected by filtration, wa... The reactants are O=C(O)C1CN(Cc2ccc(-c3nc4cc(Cc5ccccc5)ccc4o3)c(F)c2)C1, O=Cc1ccc(C(=O)Cl)cc1. The product is O=C(O)C1CN(Cc2ccc(-c3nc4cc(Cc5ccccc5)ccc4o3)cc2)C1. Reaction SMILES: [CH2:1]([c:2]1[cH:3][cH:4][cH:5][cH:6][cH:7]1)[c:8]1[cH:9][cH:10][c:11]2[c:12]([n:13][c:14](-[c:16]3[c:17]([F:30])[cH:18][c:19]([CH2:22][N:23]4[CH2:24][CH:25]([C:27](=[O:28])[OH:29])[CH2:26]4)[cH:20][cH:21]3)[o:15]2)[cH:31]1.[CH:32]([c:33]1[cH:34][cH:35][c:36]([C:37]([Cl:38])=[O:39])[cH:40][cH:41]1)=[O:42]>>[CH2:1]([c:2]1[cH:3][cH:4][cH:5][cH:6][cH:7]1)[c:8]1[cH:9][cH:10][c:11]2[c:12]([n:13][c:14](-[c:16]3[cH:17][cH:18][c:19]([CH2:22][N:23]4[CH2:24][CH:25]([C:27](=[O:28])[OH:29])[CH2:26]4)[cH:20][cH:21]3)[o:15]2)[cH:31]1.